From a dataset of the Open Reaction Database (ORD), a public repository of structured organic reaction records. describe an organic reaction: reactants, conditions, products, and yield Reactants: N#Cc1ccc(CCNC(=O)CCCNCS(=O)(=O)c2cccc(Cl)c2Cl)cc1, NCCN, S. The product is O=C(CCCNCS(=O)(=O)c1cccc(Cl)c1Cl)NCCc1ccc(C2=NCCN2)cc1. RXN SMILES: [C:1](#[N:2])[c:3]1[cH:4][cH:5][c:6]([CH2:9][CH2:10][NH:11][C:12]([CH2:13][CH2:14][CH2:15][NH:16][CH2:17][S:18](=[O:19])(=[O:20])[c:21]2[c:22]([Cl:28])[c:23]([Cl:27])[cH:24][cH:25][cH:26]2)=[O:29])[cH:7][cH:8]1.[NH2:31][CH2:32][CH2:33][NH2:34].[S:30]>>[C:1]1([c:3]2[cH:4][cH:5][c:6]([CH2:9][CH2:10][NH:11][C:12]([CH2:13][CH2:14][CH2:15][NH:16][CH2:17][S:18](=[O:19])(=[O:20])[c:21]3[c:22]([Cl:28])[c:23]([Cl:27])[cH:24][cH:25][cH:26]3)=[O:29])[cH:7][cH:8]2)=[N:2][CH2:33][CH2:32][NH:31]1.